This data is from the Open Reaction Database (ORD), a public repository of structured organic reaction records. The task is: describe an organic reaction: reactants, conditions, products, and yield Reactants: OC=1C=C(C=CC1)CCCN1C=NC=C1 (1-[3-(3-hydroxyphenyl)propyl]imidazole), C(C1=CC=CC=C1)(=O)C1=CC=C(C=C1)C=1OC=C(N1)CCl (2-(4-benzoylphenyl)-4-chloromethyloxazole). The product is C(C1=CC=CC=C1)(=O)C1=CC=C(C=C1)C=1OC=C(N1)COC1=CC(=CC=C1)CCCN1C=NC=C1 (2-(4-benzoylphenyl)-4-[3-[3-(1-imidazolyl)propyl]phenoxymethyl]oxazole). Isolated yield 85.0%. As a reaction SMILES: [OH:1][C:2]1[CH:3]=[C:4]([CH2:8][CH2:9][CH2:10][N:11]2[CH:15]=[CH:14][N:13]=[CH:12]2)[CH:5]=[CH:6][CH:7]=1.[C:16]([C:24]1[CH:29]=[CH:28][C:27]([C:30]2[O:31][CH:32]=[C:33]([CH2:35]Cl)[N:34]=2)=[CH:26][CH:25]=1)(=[O:23])[C:17]1[CH:22]=[CH:21][CH:20]=[CH:19][CH:18]=1>>[C:16]([C:24]1[CH:29]=[CH:28][C:27]([C:30]2[O:31][CH:32]=[C:33]([CH2:35][O:1][C:2]3[CH:7]=[CH:6][CH:5]=[C:4]([CH2:8][CH2:9][CH2:10][N:11]4[CH:15]=[CH:14][N:13]=[CH:12]4)[CH:3]=3)[N:34]=2)=[CH:26][CH:25]=1)(=[O:23])[C:17]1[CH:18]=[CH:19][CH:20]=[CH:21][CH:22]=1. Procedure details: In substantially the same manner as in Working Example 72, 1-[3-(3-hydroxyphenyl)propyl]imidazole was allowed to react with 2-(4-benzoylphenyl)-4-chloromethyloxazole to gave 2-(4-benzoylphenyl)-4-[3-[3-(1-imidazolyl)propyl]phenoxymethyl]oxazole. The yield was 85%. Recrystallization from ethyl acetate-hexane gave colorless prisms, mp 97-98° C. Starting materials: CN(C)C, ClCCl, Fc1ncc[nH]1, ClC(c1ccccc1)(c1ccccc1)c1ccccc1. Yields the product Fc1nccn1C(c1ccccc1)(c1ccccc1)c1ccccc1. As a reaction SMILES: [CH3:30][N:31]([CH3:32])[CH3:33].[Cl:27][CH2:28][Cl:29].[F:1][c:2]1[nH:3][cH:4][cH:5][n:6]1.[c:7]1([C:13]([c:14]2[cH:15][cH:16][cH:17][cH:18][cH:19]2)([c:20]2[cH:21][cH:22][cH:23][cH:24][cH:25]2)[Cl:26])[cH:8][cH:9][cH:10][cH:11][cH:12]1>>[F:1][c:2]1[n:3]([C:13]([c:7]2[cH:8][cH:9][cH:10][cH:11][cH:12]2)([c:14]2[cH:15][cH:16][cH:17][cH:18][cH:19]2)[c:20]2[cH:21][cH:22][cH:23][cH:24][cH:25]2)[cH:4][cH:5][n:6]1. Starting materials: CC(=O)OCC(=O)Cl, Nc1cc(Cn2c(=O)oc(=O)c3ccccc32)ccn1, c1ccncc1. Yields the product CC(=O)OCC(=O)Nc1cc(Cn2c(=O)oc(=O)c3ccccc32)ccn1. RXN SMILES: [C:21]([CH3:22])(=[O:23])[O:24][CH2:25][C:26](=[O:27])[Cl:28].[NH2:1][c:2]1[n:3][cH:4][cH:5][c:6]([CH2:8][n:9]2[c:10](=[O:20])[o:11][c:12](=[O:19])[c:13]3[c:14]2[cH:15][cH:16][cH:17][cH:18]3)[cH:7]1.[cH:29]1[cH:30][cH:31][n:32][cH:33][cH:34]1>>[NH:1]([c:2]1[n:3][cH:4][cH:5][c:6]([CH2:8][n:9]2[c:10](=[O:20])[o:11][c:12](=[O:19])[c:13]3[c:14]2[cH:15][cH:16][cH:17][cH:18]3)[cH:7]1)[C:26]([CH2:25][O:24][C:21]([CH3:22])=[O:23])=[O:27]. Conditions: time 1 hour. Procedure: A solution of 2-[(4-methoxyphenyl)methylene]-3-oxobutanoic acid, methyl ester (1.17 g., 5 mmole) in dimethylformamide (5 ml.) is treated with 2-aminothiophenol (695 mg., 5 mmole) and the resulting yellow solution is allowed to stir at room temperature for one hour. It is then treated with acetic acid (0.3 ml., about 5 mmoles) and the reaction is allowed to warm up to 65°. Stirring is continued at this temperature for 24 hours. After cooling to room temperature, the reaction is diluted with ether... The reactants are COC1=CC=C(C=C1)C=C(C(=O)OC)C(C)=O (2-[(4-methoxyphenyl)methylene]-3-oxobutanoic acid, methyl ester), NC1=C(C=CC=C1)S (2-aminothiophenol), C(C)(=O)O (acetic acid). RXN SMILES: [CH3:1][O:2][C:3]1[CH:8]=[CH:7][C:6]([CH:9]=[C:10]([C:15](=O)[CH3:16])[C:11]([O:13][CH3:14])=[O:12])=[CH:5][CH:4]=1.[NH2:18][C:19]1[CH:24]=[CH:23][CH:22]=[CH:21][C:20]=1[SH:25].C(O)(=O)C>CN(C)C=O.CCOCC.C(OC(C)C)(C)C>[CH3:1][O:2][C:3]1[CH:8]=[CH:7][C:6]([CH:9]2[C:10]([C:11]([O:13][CH3:14])=[O:12])=[C:15]([CH3:16])[NH:18][C:19]3[CH:24]=[CH:23][CH:22]=[CH:21][C:20]=3[S:25]2)=[CH:5][CH:4]=1. Run in CCOCC (ether), CN(C=O)C (dimethylformamide), C(C)(C)OC(C)C (isopropyl ether). Product: COC1=CC=C(C=C1)C1SC2=C(NC(=C1C(=O)OC)C)C=CC=C2 (2,5-dihydro-2-(4-methoxyphenyl)-4-methyl-1,5-benzothiazepine-3-carboxylic acid, methyl ester). Starting materials: CC(C)(C)OC(=O)N1CCCN(C(=O)c2cc(O)cc(-c3ccc4c(c3)OCO4)c2)CC1, O=C([O-])[O-], CCOC(=O)CCCOc1cccc(CCCCCCBr)c1CCC(=O)OCC, CC(C)=O, [K+], [K+], CN(C)C=O. Yields the product CCOC(=O)CCCOc1cccc(CCCCCCOc2cc(C(=O)N3CCCN(C(=O)OC(C)(C)C)CC3)cc(-c3ccc4c(c3)OCO4)c2)c1CCC(=O)OCC. RXN SMILES: [C:1]([CH3:2])([CH3:3])([CH3:4])[O:5][C:6](=[O:7])[N:8]1[CH2:9][CH2:10][N:11]([C:15]([c:16]2[cH:17][c:18](-[c:23]3[cH:24][c:25]4[c:26]([cH:30][cH:31]3)[O:27][CH2:28][O:29]4)[cH:19][c:20]([OH:22])[cH:21]2)=[O:32])[CH2:12][CH2:13][CH2:14]1.[C:33](=[O:34])([O-:35])[O-:36].[CH2:39]([CH3:40])[O:41][C:42]([CH2:43][CH2:44][CH2:45][O:46][c:47]1[c:48]([CH2:60][CH2:61][C:62](=[O:63])[O:64][CH2:65][CH3:66])[c:49]([CH2:53][CH2:54][CH2:55][CH2:56][CH2:57][CH2:58][Br:59])[cH:50][cH:51][cH:52]1)=[O:67].[CH3:68][C:69](=[O:70])[CH3:71].[K+:37].[K+:38].[O:72]=[CH:73][N:74]([CH3:75])[CH3:76]>>[C:1]([CH3:2])([CH3:3])([CH3:4])[O:5][C:6](=[O:7])[N:8]1[CH2:9][CH2:10][N:11]([C:15]([c:16]2[cH:17][c:18](-[c:23]3[cH:24][c:25]4[c:26]([cH:30][cH:31]3)[O:27][CH2:28][O:29]4)[cH:19][c:20]([O:22][CH2:58][CH2:57][CH2:56][CH2:55][CH2:54][CH2:53][c:49]3[c:48]([CH2:60][CH2:61][C:62](=[O:63])[O:64][CH2:65][CH3:66])[c:47]([O:46][CH2:45][CH2:44][CH2:43][C:42]([O:41][CH2:39][CH3:40])=[O:67])[cH:52][cH:51][cH:50]3)[cH:21]2)=[O:32])[CH2:12][CH2:13][CH2:14]1. The reactants are COc1ccc(S(=O)(=O)Cl)cc1, CO, CCN(C(C)C)C(C)C, CN(C)C=O, O, O=C1C(O)CCN1c1ccc(S(=O)(=O)Nc2nccs2)cc1. Yields the product COc1ccc(S(=O)(=O)N(c2nccs2)S(=O)(=O)c2ccc(N3CCC(O)C3=O)cc2)cc1. As a reaction SMILES: [CH3:23][O:24][c:25]1[cH:26][cH:27][c:28]([S:31](=[O:32])(=[O:33])[Cl:34])[cH:29][cH:30]1.[CH3:49][OH:50].[CH:35]([N:36]([CH2:37][CH3:38])[CH:39]([CH3:40])[CH3:41])([CH3:42])[CH3:43].[O:44]=[CH:45][N:46]([CH3:47])[CH3:48].[OH2:51].[OH:1][CH:2]1[C:3](=[O:22])[N:4]([c:7]2[cH:8][cH:9][c:10]([S:13](=[O:14])(=[O:15])[NH:16][c:17]3[s:18][cH:19][cH:20][n:21]3)[cH:11][cH:12]2)[CH2:5][CH2:6]1>>[OH:1][CH:2]1[C:3](=[O:22])[N:4]([c:7]2[cH:8][cH:9][c:10]([S:13](=[O:14])(=[O:15])[N:16]([c:17]3[s:18][cH:19][cH:20][n:21]3)[S:31]([c:28]3[cH:27][cH:26][c:25]([O:24][CH3:23])[cH:30][cH:29]3)(=[O:32])=[O:33])[cH:11][cH:12]2)[CH2:5][CH2:6]1.